Task: describe an organic reaction: reactants, conditions, products, and yield. Dataset: the Open Reaction Database (ORD), a public repository of structured organic reaction records Reactants: CC(C)(C)N(O[Si](C)(C)C(C)(C)C)c1ccc(C(=O)Nc2ccccn2)cc1, C1CCOC1, CCCC[N+](CCCC)(CCCC)CCCC, CCOC(C)=O, [F-], [Na+], O=C([O-])O, O. Product: CC(C)(C)N(O)c1ccc(C(=O)Nc2ccccn2)cc1. As a reaction SMILES: [C:1]([CH3:2])([CH3:3])([CH3:4])[N:5]([O:6][Si:7]([C:8]([CH3:9])([CH3:10])[CH3:11])([CH3:12])[CH3:13])[c:14]1[cH:15][cH:16][c:17]([C:18](=[O:19])[NH:20][c:21]2[n:22][cH:23][cH:24][cH:25][cH:26]2)[cH:27][cH:28]1.[CH2:53]1[O:54][CH2:55][CH2:56][CH2:57]1.[CH3:30][CH2:31][CH2:32][CH2:33][N+:34]([CH2:35][CH2:36][CH2:37][CH3:38])([CH2:39][CH2:40][CH2:41][CH3:42])[CH2:43][CH2:44][CH2:45][CH3:46].[CH3:58][CH2:59][O:60][C:61](=[O:62])[CH3:63].[F-:29].[Na+:52].[O-:48][C:49]([OH:50])=[O:51].[OH2:47]>>[C:1]([CH3:2])([CH3:3])([CH3:4])[N:5]([OH:6])[c:14]1[cH:15][cH:16][c:17]([C:18](=[O:19])[NH:20][c:21]2[n:22][cH:23][cH:24][cH:25][cH:26]2)[cH:27][cH:28]1. Starting materials: ClC=1N=C(C2=C(N1)C=C(S2)CN2CCN(CC2)S(=O)(=O)C2=CC(=CC=C2)F)N2CCOCC2 (2-Chloro-6-[4-(3-fluoro-benzenesulfonyl)-piperazin-1-ylmethyl]-4-morpholin-4-yl-thieno[3,2-d]pyrimidine), NC1=NC=C(C=N1)B(O)O (2-aminopyrimidine-5-boronic acid). The product is O1CCN(CC1)C=1C2=C(N=C(N1)C=1C=NC(=NC1)N)C=C(S2)CN2CCN(CC2)S(=O)(=O)C2=CC(=CC=C2)F (5-(4-morpholino-6-((4-N-3-fluorophenylsulfonylpiperazin-1-yl)methyl)thieno[3,2-d]pyrimidin-2-yl)pyrimidin-2-amine). Reaction SMILES: Cl[C:2]1[N:3]=[C:4]([N:28]2[CH2:33][CH2:32][O:31][CH2:30][CH2:29]2)[C:5]2[S:10][C:9]([CH2:11][N:12]3[CH2:17][CH2:16][N:15]([S:18]([C:21]4[CH:26]=[CH:25][CH:24]=[C:23]([F:27])[CH:22]=4)(=[O:20])=[O:19])[CH2:14][CH2:13]3)=[CH:8][C:6]=2[N:7]=1.[NH2:34][C:35]1[N:40]=[CH:39][C:38](B(O)O)=[CH:37][N:36]=1>>[O:31]1[CH2:32][CH2:33][N:28]([C:4]2[C:5]3[S:10][C:9]([CH2:11][N:12]4[CH2:13][CH2:14][N:15]([S:18]([C:21]5[CH:26]=[CH:25][CH:24]=[C:23]([F:27])[CH:22]=5)(=[O:19])=[O:20])[CH2:16][CH2:17]4)=[CH:8][C:6]=3[N:7]=[C:2]([C:38]3[CH:37]=[N:36][C:35]([NH2:34])=[N:40][CH:39]=3)[N:3]=2)[CH2:29][CH2:30]1. Reported procedure: 2-Chloro-6-[4-(3-fluoro-benzenesulfonyl)-piperazin-1-ylmethyl]-4-morpholin-4-yl-thieno[3,2-d]pyrimidine was reacted with 2-aminopyrimidine-5-boronic acid via General Procedure A. Purification on silica and recrystallization from hot DCM/hexane gave 284. NMR (DMSO): 2.55-2.58 (4H, m), 2.98-3.03 (4H, m), 3.73-3.77 (4H, m), 3.88 (2H, s), 3.90-3.94 (4H, m), 7.06 (2H, br. s), 7.32 (1H, s), 7.55-7.65 (2H, m), 7.70-7.75 (1H, m), 9.10 (2H, s). MS (ESI+): MH+ 571.20 (100%) As a reaction SMILES: [CH2:1]([C:5]1[N:9]([CH2:10][C:11]2[CH:16]=[CH:15][C:14]([C:17]3[CH:22]=[CH:21][CH:20]=[CH:19][C:18]=3[C:23]3[N:27](C(C4C=CC=CC=4)(C4C=CC=CC=4)C4C=CC=CC=4)[N:26]=[N:25][N:24]=3)=[CH:13][CH:12]=2)[C:8]2[CH:47]=[CH:48][CH:49]=[CH:50][C:7]=2[N:6]=1)[CH2:2][CH2:3][CH3:4].Cl>C(Cl)Cl.CO>[CH2:1]([C:5]1[N:9]([CH2:10][C:11]2[CH:16]=[CH:15][C:14]([C:17]3[CH:22]=[CH:21][CH:20]=[CH:19][C:18]=3[C:23]3[NH:27][N:26]=[N:25][N:24]=3)=[CH:13][CH:12]=2)[C:8]2[CH:47]=[CH:48][CH:49]=[CH:50][C:7]=2[N:6]=1)[CH2:2][CH2:3][CH3:4]. Reaction conditions: time 3 hour. Starting materials: C(CCC)C1=NC2=C(N1CC1=CC=C(C=C1)C1=C(C=CC=C1)C1=NN=NN1C(C1=CC=CC=C1)(C1=CC=CC=C1)C1=CC=CC=C1)C=CC=C2 (4'-[(2-n-butyl-benzimidazol-1-yl)-methyl]-2-(1-triphenylmethyl-tetrazol-5-yl)-biphenyl), Cl (hydrochloric acid). Reported procedure: 2 g (3 mmol) of 4'-[(2-n-butyl-benzimidazol-1-yl)-methyl]-2-(1-triphenylmethyl-tetrazol-5-yl)-biphenyl are dissolved in a mixture of 10 ml of methylene chloride and 10 ml of methanol, treated with 10 ml of etherified hydrochloric acid and stirred at ambient temperature for 3 hours. The mixture is rotary evaporated to dryness in vacuum. The residue is dissolved in methanol, rendered alkaline using ammonia and rotary evaporated once again. The crude product is purified over a silica gel column (gr... Product: C(CCC)C1=NC2=C(N1CC1=CC=C(C=C1)C1=C(C=CC=C1)C1=NN=NN1)C=CC=C2 (4'-[(2-n-Butyl-benzimidazol-1-yl)-methyl]-2-(1H-tetrazol-5-yl)-biphenyl). Run in C(Cl)Cl (methylene chloride), CO (methanol).